Dataset: the Open Reaction Database (ORD), a public repository of structured organic reaction records. Task: describe an organic reaction: reactants, conditions, products, and yield Starting materials: NC1=C(C=C(C=C1C(F)(F)F)CC(CC(=O)N1CCC(CC1)N1C(NC2=C(CC1)C=CC=C2)=O)CO)Cl (3-{1-[4-(4-amino-3-chloro-5-trifluoromethyl-phenyl)-3-hydroxymethyl-butyryl]-piperidin-4-yl}1,3,4,5-tetrahydro-1,3-benzodiazepin-2-one), NC1=C(C=C(C=C1C(F)(F)F)CC(CC(=O)N1CCC(CC1)N1C(NC2=C(CC1)C=CC=C2)=O)CO)Cl (3-{1-[4-(4-amino-3-chloro-5-trifluoromethyl-phenyl)-3-hydroxymethyl-butyryl]-piperidin-4-yl}1,3,4,5-tetrahydro-1,3-benzodiazepin-2-one), Dess-Martin-Periodinane. Run in ClCCl (dichloromethane). Conditions: time 3 hour. Yields the product NC1=C(C=C(CC(C=O)CC(N2CCC(CC2)N2C(NC3=C(CC2)C=CC=C3)=O)=O)C=C1C(F)(F)F)Cl (2-(4-Amino-3-chloro-5-trifluoromethyl-benzyl)-4-oxo-4-[4-(2-oxo-1,2,4,5-tetrahydro-1,3-benzodiazepin-3-yl)-piperidin-1-yl]-butyraldehyde). As a reaction SMILES: [NH2:1][C:2]1[C:7]([C:8]([F:11])([F:10])[F:9])=[CH:6][C:5]([CH2:12][CH:13]([CH2:35][OH:36])[CH2:14][C:15]([N:17]2[CH2:22][CH2:21][CH:20]([N:23]3[CH2:29][CH2:28][C:27]4[CH:30]=[CH:31][CH:32]=[CH:33][C:26]=4[NH:25][C:24]3=[O:34])[CH2:19][CH2:18]2)=[O:16])=[CH:4][C:3]=1[Cl:37]>ClCCl>[NH2:1][C:2]1[C:7]([C:8]([F:10])([F:9])[F:11])=[CH:6][C:5]([CH2:12][CH:13]([CH2:14][C:15](=[O:16])[N:17]2[CH2:18][CH2:19][CH:20]([N:23]3[CH2:29][CH2:28][C:27]4[CH:30]=[CH:31][CH:32]=[CH:33][C:26]=4[NH:25][C:24]3=[O:34])[CH2:21][CH2:22]2)[CH:35]=[O:36])=[CH:4][C:3]=1[Cl:37]. Reported procedure: To a solution of 0.539 g (1.000 mmol) 3-{1-[4-(4-amino-3-chloro-5-trifluoromethyl-phenyl)-3-hydroxymethyl-butyryl]-piperidin-4-yl}1,3,4,5-tetrahydro-1,3-benzodiazepin-2-one (Intermediate product 35) in 10 mL dichloromethane was added 0.933 g (2.200 mmol) Dess-Martin-Periodinane and the mixture was stirred for 3 hours at RT. The reaction mixture was washed with sat. aqueous sodium thiosulphate solution and sat. aqueous NaCl solution, dried over sodium sulphate and evaporated down i. vac. The crud... Reactants: NC1=NC(=CC(=C1)C(=O)OC(C)(C)C)OC (t-Butyl 2-amino-6-methoxypyridine-4-carboxylate), N1=CC=CC=C1 (pyridine), BrCCCC(=O)Cl (4-bromobutyryl chloride). The solvent is ClCCl (dichloromethane), C(C)(=O)OCC (ethyl acetate). Reaction conditions: time 2.5 hour. Yields the product BrCCCC(=O)NC1=NC(=CC(=C1)C(=O)OC(C)(C)C)OC (t-Butyl 2-(4-bromobutyramido)-6-methoxypyridine-4-carboxylate), gum. As a reaction SMILES: [NH2:1][C:2]1[CH:7]=[C:6]([C:8]([O:10][C:11]([CH3:14])([CH3:13])[CH3:12])=[O:9])[CH:5]=[C:4]([O:15][CH3:16])[N:3]=1.N1C=CC=CC=1.[Br:23][CH2:24][CH2:25][CH2:26][C:27](Cl)=[O:28]>ClCCl.C(OCC)(=O)C>[Br:23][CH2:24][CH2:25][CH2:26][C:27]([NH:1][C:2]1[CH:7]=[C:6]([C:8]([O:10][C:11]([CH3:12])([CH3:13])[CH3:14])=[O:9])[CH:5]=[C:4]([O:15][CH3:16])[N:3]=1)=[O:28]. Procedure: To a solution of t-butyl 2-amino-6-methoxypyridine-4-carboxylate (D55) (0.263 g) and pyridine (0.12 mL) in dichloromethane (16 mL) under argon, was added 4-bromobutyryl chloride (0.17 mL) dropwise (syringe). The reaction was stirred at room temp for 2.5 h and then diluted with ethyl acetate. The mixture was washed with citric acid solution (10% aq.) and the aqueous layer was re-extracted with ethyl acetate. The combined extracts were washed with aq. bicarbonate, water and brine, dried (MgSO4) an... Reactants: ClC1=C(C=C(C=C1)C=CC1=CC=C(C=C1)[N+](=O)[O-])Cl (1,2-dichloro-4-[2-(4nitrophenyl)ethenyl]benzene). Reagents/catalysts: [Ni] (Raney Nickel). The solvent is O1CCCC1 (tetrahydrofuran). Yields the product ClC=1C=C(C=CC1Cl)CCC1=CC=C(C=C1)N (4-[2-(3,4-Dichlorophenyl)ethyl]benzenamine). The yield is 97.0%. As a reaction SMILES: [Cl:1][C:2]1[CH:7]=[CH:6][C:5]([CH:8]=[CH:9][C:10]2[CH:15]=[CH:14][C:13]([N+:16]([O-])=O)=[CH:12][CH:11]=2)=[CH:4][C:3]=1[Cl:19]>O1CCCC1.[Ni]>[Cl:19][C:3]1[CH:4]=[C:5]([CH2:8][CH2:9][C:10]2[CH:11]=[CH:12][C:13]([NH2:16])=[CH:14][CH:15]=2)[CH:6]=[CH:7][C:2]=1[Cl:1]. Procedure: A sample of 1,2-dichloro-4-[2-(4nitrophenyl)ethenyl]benzene (98.0 g, 0.33 mol) in tetrahydrofuran (THF) (1.6 L) was reduced in the presence of Raney Nickel (Ra—Ni) (20 g) at 25° C. to 40° C. (ΔP=13.5 psi) under a hydrogen atmosphere. The reaction mixture was filtered, and the filtrate was concentrated in vacuo to give an orange solid, 85.0 g (0.32 mol, 95.8%) of the desired product.